This data is from the Open Reaction Database (ORD), a public repository of structured organic reaction records. The task is: describe an organic reaction: reactants, conditions, products, and yield The reactants are C=CCCCCCCCBr, Cc1cn(C)c(=O)[nH]c1=O, CS(C)=O, [H-], [Na+], O, Cc1cn(C)c(=O)n(CCCCCCCC(O)CO)c1=O. Yields the product C=CCCCCCCCn1c(=O)c(C)cn(C)c1=O. RXN SMILES: [Br:34][CH2:35][CH2:36][CH2:37][CH2:38][CH2:39][CH2:40][CH2:41][CH:42]=[CH2:43].[CH3:24][n:25]1[cH:26][c:27]([CH3:28])[c:29](=[O:30])[nH:31][c:32]1=[O:33].[CH3:44][S:45]([CH3:46])=[O:47].[H-:22].[Na+:23].[OH2:48].[OH:1][CH:2]([CH2:3][CH2:4][CH2:5][CH2:6][CH2:7][CH2:8][CH2:9][n:10]1[c:11](=[O:19])[n:12]([CH3:18])[cH:13][c:14]([CH3:17])[c:15]1=[O:16])[CH2:20][OH:21]>>[CH:2]([CH2:3][CH2:4][CH2:5][CH2:6][CH2:7][CH2:8][CH2:9][n:10]1[c:11](=[O:19])[n:12]([CH3:18])[cH:13][c:14]([CH3:17])[c:15]1=[O:16])=[CH2:20]. Reactants: NC(=O)C=1C=CC(=C(C(=O)O)C1)OC1=CC(=CC=C1)F (5-Aminocarbonyl-2-(3-fluorophenoxy)benzoic acid), Cl.N[C@@H](C)C1=CC=C(C(=O)OC)C=C1 (Methyl 4-[(1S)-1-aminoethyl]benzoate hydrochloride). Yields the product NC(=O)C=1C=CC(=C(C(=O)N[C@@H](C)C2=CC=C(C(=O)OC)C=C2)C1)OC1=CC(=CC=C1)F (Methyl 4-((1S)-1-{[5-(aminocarbonyl)-2-(3-fluorophenoxy)benzoyl]amino}ethyl)benzoate). As a reaction SMILES: [NH2:1][C:2]([C:4]1[CH:5]=[CH:6][C:7]([O:13][C:14]2[CH:19]=[CH:18][CH:17]=[C:16]([F:20])[CH:15]=2)=[C:8]([CH:12]=1)[C:9]([OH:11])=O)=[O:3].Cl.[NH2:22][C@H:23]([C:25]1[CH:34]=[CH:33][C:28]([C:29]([O:31][CH3:32])=[O:30])=[CH:27][CH:26]=1)[CH3:24]>>[NH2:1][C:2]([C:4]1[CH:5]=[CH:6][C:7]([O:13][C:14]2[CH:19]=[CH:18][CH:17]=[C:16]([F:20])[CH:15]=2)=[C:8]([CH:12]=1)[C:9]([NH:22][C@H:23]([C:25]1[CH:34]=[CH:33][C:28]([C:29]([O:31][CH3:32])=[O:30])=[CH:27][CH:26]=1)[CH3:24])=[O:11])=[O:3] |f:1.2|. Procedure: The title compound was prepared according to the procedure described in step 3 of Example 1 from 5-(Aminocarbonyl)-2-(3-fluorophenoxy)benzoic acid (step 5) and methyl 4-[(1S)-1-aminoethyl]benzoate hydrochloride (step 3 of Example 5): 1H-NMR (CDCl3) δ 8.60 (1H, d, J=2.4 Hz), 8.05 (1H, dd, J=8.6, 2.4 Hz), 7.91 (2H, d, J=8.4 Hz), 7.83 (1H, d, J=7.2 Hz), 7.42–7.27 (3H, m), 7.00–6.77 (5H, m), 6.12 (1H, br.s), 5.32–5.22 (1H, m), 3.89 (3H, s), 1.51 (2H, d, J=7.0 Hz); MS (ESI) m/z 437 (M+H)+, 435 (M−H)−... Reactants: CN(CCNC)C (N,N,N′-Trimethyl-ethane-1,2-diamine), CS(=O)C1=NC(=CC(=N1)C1=C(N=C(S1)N)C)C (5-(2-methanesulfinyl-6-methyl-pyrimidin-4-yl)-4-methyl-thiazol-2-ylamine). Solvent: CN1CCCC1=O (NMP). Reaction conditions: temperature 70 celsius. The product is NC=1SC(=C(N1)C)C1=NC(=NC(=C1)C)N(CCN(C)C)C (N-[4-(2-Amino-4-methyl-thiazol-5-yl)-6-methyl-pyrimidin-2-yl]-N,N′,N′-trimethyl-ethane-1,2-diamine). Reaction SMILES: [CH3:1][N:2]([CH3:7])[CH2:3][CH2:4][NH:5][CH3:6].CS([C:11]1[N:16]=[C:15]([C:17]2[S:21][C:20]([NH2:22])=[N:19][C:18]=2[CH3:23])[CH:14]=[C:13]([CH3:24])[N:12]=1)=O>CN1C(=O)CCC1>[NH2:22][C:20]1[S:21][C:17]([C:15]2[CH:14]=[C:13]([CH3:24])[N:12]=[C:11]([N:5]([CH3:6])[CH2:4][CH2:3][N:2]([CH3:7])[CH3:1])[N:16]=2)=[C:18]([CH3:23])[N:19]=1. Procedure details: N,N,N′-Trimethyl-ethane-1,2-diamine (0.62 g, 6.16 mmol) is added to a stirred solution of 5-(2-methanesulfinyl-6-methyl-pyrimidin-4-yl)-4-methyl-thiazol-2-ylamine (Intermediate AD, 0.33 g, 1.23 mmol) in NMP (15 ml). The reaction is heated at 70° C. for 18 hours then the solvent is removed in vacuo. The residue is purified by reverse phase chromatography (C18 Jones Flashmaster™ chromatographic system, gradient elution conditions MeCN/H2O) to give the titled product. Reactants: O=C([O-])O, CCO, Cc1ccccc1, COC(=O)CCc1oc(Cl)nc1-c1ccc(Cl)cc1, [Na+], O, OB(O)c1ccccc1, c1ccc(P(c2ccccc2)(c2ccccc2)[Pd](P(c2ccccc2)(c2ccccc2)c2ccccc2)(P(c2ccccc2)(c2ccccc2)c2ccccc2)P(c2ccccc2)(c2ccccc2)c2ccccc2)cc1. The product is COC(=O)CCc1oc(-c2ccccc2)nc1-c1ccc(Cl)cc1. Reaction SMILES: [C:29](=[O:30])([O-:31])[OH:32].[CH3:119][CH2:120][OH:121].[CH3:34][c:35]1[cH:36][cH:37][cH:38][cH:39][cH:40]1.[Cl:1][c:2]1[o:3][c:4]([CH2:14][CH2:15][C:16](=[O:17])[O:18][CH3:19])[c:5](-[c:7]2[cH:8][cH:9][c:10]([Cl:13])[cH:11][cH:12]2)[n:6]1.[Na+:33].[OH2:118].[OH:20][B:21]([c:22]1[cH:23][cH:24][cH:25][cH:26][cH:27]1)[OH:28].[cH:41]1[cH:42][cH:43][c:44]([P:45]([Pd:46]([P:47]([c:48]2[cH:49][cH:50][cH:51][cH:52][cH:53]2)([c:54]2[cH:55][cH:56][cH:57][cH:58][cH:59]2)[c:60]2[cH:61][cH:62][cH:63][cH:64][cH:65]2)([P:66]([c:67]2[cH:68][cH:69][cH:70][cH:71][cH:72]2)([c:73]2[cH:74][cH:75][cH:76][cH:77][cH:78]2)[c:79]2[cH:80][cH:81][cH:82][cH:83][cH:84]2)[P:85]([c:86]2[cH:87][cH:88][cH:89][cH:90][cH:91]2)([c:92]2[cH:93][cH:94][cH:95][cH:96][cH:97]2)[c:98]2[cH:99][cH:100][cH:101][cH:102][cH:103]2)([c:104]2[cH:105][cH:106][cH:107][cH:108][cH:109]2)[c:110]2[cH:111][cH:112][cH:113][cH:114][cH:115]2)[cH:116][cH:117]1>>[c:2]1(-[c:22]2[cH:23][cH:24][cH:25][cH:26][cH:27]2)[o:3][c:4]([CH2:14][CH2:15][C:16](=[O:17])[O:18][CH3:19])[c:5](-[c:7]2[cH:8][cH:9][c:10]([Cl:13])[cH:11][cH:12]2)[n:6]1.